From a dataset of the Open Reaction Database (ORD), a public repository of structured organic reaction records. describe an organic reaction: reactants, conditions, products, and yield The reactants are C(C(C)O)O (1,2-propanediol), C(=O)C=O (glyoxal). The product is OC1OCC(OC1O)C (2,3-dihydroxy-5-methyl-1,4-dioxane). The yield is 93.0%. Reaction SMILES: [CH2:1]([OH:5])[CH:2]([OH:4])[CH3:3].[CH:6]([CH:8]=[O:9])=[O:7]>>[OH:7][CH:6]1[CH:8]([OH:9])[O:4][CH:2]([CH3:3])[CH2:1][O:5]1. Reported procedure: 1 mol of 1,2-propanediol is stirred with 40% strength by weight aqueous glyoxal solution at 50° C. for 3 hours. Water is then distilled off at 70° C. and 100 mbar, leaving 125 g (93% of theory) of 2,3-dihydroxy-5-methyl-1,4-dioxane in the form of a clear, colorless oil which crystallizes on prolonged standing. The reactants are CCOc1cc(C(C)(C)C)ncc1C1=NC(C)(c2ccc(Cl)cc2)C(C)(c2ccc(Cl)cc2)N1C(=O)N1CCN(CC(=O)O)CC1, Cl, Nc1cccnc1. The product is CCOc1cc(C(C)(C)C)ncc1C1=NC(C)(c2ccc(Cl)cc2)C(C)(c2ccc(Cl)cc2)N1C(=O)N1CCN(CC(=O)Nc2cccnc2)CC1. RXN SMILES: [C:2]([CH3:3])([CH3:4])([CH3:5])[c:6]1[cH:7][c:8]([O:45][CH2:46][CH3:47])[c:9]([C:12]2=[N:16][C:15]([CH3:17])([c:18]3[cH:19][cH:20][c:21]([Cl:24])[cH:22][cH:23]3)[C:14]([CH3:25])([c:26]3[cH:27][cH:28][c:29]([Cl:32])[cH:30][cH:31]3)[N:13]2[C:33](=[O:34])[N:35]2[CH2:36][CH2:37][N:38]([CH2:41][C:42](=[O:43])[OH:44])[CH2:39][CH2:40]2)[cH:10][n:11]1.[ClH:1].[n:48]1[cH:49][c:50]([NH2:54])[cH:51][cH:52][cH:53]1>>[C:2]([CH3:3])([CH3:4])([CH3:5])[c:6]1[cH:7][c:8]([O:45][CH2:46][CH3:47])[c:9]([C:12]2=[N:16][C:15]([CH3:17])([c:18]3[cH:19][cH:20][c:21]([Cl:24])[cH:22][cH:23]3)[C:14]([CH3:25])([c:26]3[cH:27][cH:28][c:29]([Cl:32])[cH:30][cH:31]3)[N:13]2[C:33](=[O:34])[N:35]2[CH2:36][CH2:37][N:38]([CH2:41][C:42](=[O:43])[NH:54][c:50]3[cH:49][n:48][cH:53][cH:52][cH:51]3)[CH2:39][CH2:40]2)[cH:10][n:11]1.